From a dataset of the Open Reaction Database (ORD), a public repository of structured organic reaction records. describe an organic reaction: reactants, conditions, products, and yield The reactants are C(C=CC)N1C(=C(C=2C1=C(N=NC2)Cl)CC)C (1-(2-butenyl)-7-chloro-3-ethyl-2-methylpyrrolo[2,3-d]pyridazine), FC1=CC=C(CO)C=C1 (4-fluorobenzyl alcohol). The product is C(C=CC)N1C(=C(C=2C1=C(N=NC2)OCC2=CC=C(C=C2)F)CC)C (1-(2-Butenyl)-3-ethyl-7-(4-fluorobenzyloxy)-2-methylpyrrolo[2,3-d]pyridazine). The yield is 63.1%. RXN SMILES: [CH2:1]([N:5]1[C:9]2=[C:10](Cl)[N:11]=[N:12][CH:13]=[C:8]2[C:7]([CH2:15][CH3:16])=[C:6]1[CH3:17])[CH:2]=[CH:3][CH3:4].[F:18][C:19]1[CH:26]=[CH:25][C:22]([CH2:23][OH:24])=[CH:21][CH:20]=1>>[CH2:1]([N:5]1[C:9]2=[C:10]([O:24][CH2:23][C:22]3[CH:25]=[CH:26][C:19]([F:18])=[CH:20][CH:21]=3)[N:11]=[N:12][CH:13]=[C:8]2[C:7]([CH2:15][CH3:16])=[C:6]1[CH3:17])[CH:2]=[CH:3][CH3:4]. Procedure details: The title compound (cis/trans=22/78) was prepared as a white powder in 63.1% yield in a similar procedure to that described in Example 1 by using 1-(2-butenyl)-7-chloro-3-ethyl-2-methylpyrrolo[2,3-d]pyridazine (cis/trans=26/74) and 4-fluorobenzyl alcohol. Starting materials: CN1N=C(N=C1N)C1=CC=CC=C1 (1-methyl-3-phenyl-1,2,4-triazol-5-amine), COC=1C=C(C=CC1OC)S(=O)(=O)Cl (3,4-dimethoxybenzenesulfonyl chloride). The solvent is CC(=O)O (HOAc), O (H2O), N1=CC=CC=C1 (pyridine). Reaction conditions: time 21 hour. The product is COC=1C=C(C=CC1OC)S(=O)(=O)NC1=NC(=NN1C)C1=CC=CC=C1 (3,4-Dimethoxy-N-(1-methyl-3-phenyl-1,2,4-triazol-5-yl)benzenesulfonamide). Isolated yield 19.1%. RXN SMILES: [CH3:1][N:2]1[C:6]([NH2:7])=[N:5][C:4]([C:8]2[CH:13]=[CH:12][CH:11]=[CH:10][CH:9]=2)=[N:3]1.[CH3:14][O:15][C:16]1[CH:17]=[C:18]([S:24](Cl)(=[O:26])=[O:25])[CH:19]=[CH:20][C:21]=1[O:22][CH3:23]>N1C=CC=CC=1.CC(O)=O.O>[CH3:14][O:15][C:16]1[CH:17]=[C:18]([S:24]([NH:7][C:6]2[N:2]([CH3:1])[N:3]=[C:4]([C:8]3[CH:9]=[CH:10][CH:11]=[CH:12][CH:13]=3)[N:5]=2)(=[O:25])=[O:26])[CH:19]=[CH:20][C:21]=1[O:22][CH3:23]. Reported procedure: To a solution of 1-methyl-3-phenyl-1,2,4-triazol-5-amine (320 mg, 2 mmol) in 10 mL dry pyridine was added 529 mg (2.23 mmol) of 3,4-dimethoxybenzenesulfonyl chloride. The solution was stirred at room temperature under Argon. After 21 h, the pyridine was removed in vacuo and flashed off with toluene. The salt was partitioned between EtOAc and water. The EtOAc phase was extracted alternately with 1M NaOH and H2O. The basic phase was made acid (pH˜3) with 1M HCl and extracted with EtOAc. The organi... The reactants are C(C(=O)OC)(=O)OC (dimethyl oxalate), Grignard reagent, C1(=CC=CC=C1)C=CC1=C(C=CC=C1)Br (1-phenyl-2-(2-bromophenyl)-ethylene), Cl (hydrochloric acid), [Mg] (magnesium). The solvent is C1CCOC1 (THF), C1CCOC1 (THF). Reaction conditions: temperature -15 celsius, time 30 minute. Product: C1(=CC=CC=C1)\C=C/C1=C(C=CC=C1)C(C(=O)OC)=O (Z-methyl 2-(2′-phenylethenyl)-phenylglyoxalate). The yield is 31.0%. As a reaction SMILES: [C:1]1([CH:7]=[CH:8][C:9]2[CH:14]=[CH:13][CH:12]=[CH:11][C:10]=2Br)[CH:6]=[CH:5][CH:4]=[CH:3][CH:2]=1.[Mg].[C:17](OC)(=[O:22])[C:18]([O:20][CH3:21])=[O:19].Cl>C1COCC1>[C:1]1(/[CH:7]=[CH:8]\[C:9]2[CH:14]=[CH:13][CH:12]=[CH:11][C:10]=2[C:17](=[O:22])[C:18]([O:20][CH3:21])=[O:19])[CH:6]=[CH:5][CH:4]=[CH:3][CH:2]=1. Procedure details: A solution of the Grignard reagent prepared from part of the mixture of isomers of 1-phenyl-2-(2-bromophenyl)-ethylene described above (5.58 g) and magnesium (0.63 g) in dry THF (20 ml) was added dropwise over 30 mins. to a stirred solution of dimethyl oxalate (5.06 g) in dry THF (40 ml) cooled to −15° C. The resulting mixture was stirred at about −15° C. for 30 minutes, then at room temperature for 1 hour, then poured into dilute hydrochloric acid and extracted with ether. The extracts were was... The reactants are CCCOP(=O)(CP(=O)(OCCC)OCCC)OCCC, CCNCC, CO. Yields the product C=C(P(=O)(OCCC)OCCC)P(=O)(OCCC)OCCC. RXN SMILES: [CH2:1]([P:2]([O:3][CH2:4][CH2:5][CH3:6])([O:7][CH2:8][CH2:9][CH3:10])=[O:11])[P:12]([O:13][CH2:14][CH2:15][CH3:16])([O:17][CH2:18][CH2:19][CH3:20])=[O:21].[CH2:22]([NH:23][CH2:24][CH3:25])[CH3:26].[CH3:27][OH:28]>>[C:1]([P:2]([O:3][CH2:4][CH2:5][CH3:6])([O:7][CH2:8][CH2:9][CH3:10])=[O:11])([P:12]([O:13][CH2:14][CH2:15][CH3:16])([O:17][CH2:18][CH2:19][CH3:20])=[O:21])=[CH2:22]. Reactants: [H-].[Na+] (sodium hydride), C(#N)C=1C=C(C=CC1)CC(=O)OC (methyl 2-(3-cyanophenyl)acetate), O1CCCC1 (tetrahydrofuran). Reaction conditions: time 1 hour. The product is C(#N)C=1C=C(C=CC1)C(C(=O)OC)C (methyl 2-(3-cyanophenyl)propanoate). Isolated yield 48.0%. RXN SMILES: [H-].[Na+].[C:3]([C:5]1[CH:6]=[C:7]([CH2:11][C:12]([O:14][CH3:15])=[O:13])[CH:8]=[CH:9][CH:10]=1)#[N:4].O1CCC[CH2:17]1>>[C:3]([C:5]1[CH:6]=[C:7]([CH:11]([CH3:17])[C:12]([O:14][CH3:15])=[O:13])[CH:8]=[CH:9][CH:10]=1)#[N:4] |f:0.1|. Reported procedure: To the cooled solution of sodium hydride (91 mg, 2.285 mmol, 60% suspension in oil) in anhydrous tetrahydrofuran was added a solution of methyl 2-(3-cyanophenyl)acetate (400 mg, 2.285 mmol) dropwise at 0° C. Reaction mixture was stirred at room temperature for 1 h. TLC showed complete consumption of starting material. The reaction mixture was quenched with brine and extracted with ethyl acetate. The organic part was washed with brine and dried over anhydrous magnesium sulfate and concentrated un... Starting materials: aqueous solution, [OH-].[Na+] (sodium hydroxide), C(C)(=O)OC1=C(C(=O)NC2=C(C(=O)OC)C=CC(=C2)C2=CC=CC=C2)C=C(C=C1)C=1OC=CC1 (methyl 2-(2-acetoxy-5-(furan-2-yl)benzamido)-4-phenylbenzoate), Cl (hydrochloric acid). Solvent: O1CCOCC1 (Dioxane). Conditions: time 6 hour. Yields the product O1C(=CC=C1)C=1C=CC(=C(C(=O)NC2=C(C(=O)O)C=CC(=C2)C2=CC=CC=C2)C1)O (2-(5-(furan-2-yl)-2-hydroxybenzamido)-4-phenylbenzoic acid). Yield: 87.1%. As a reaction SMILES: [OH-].[Na+].C([O:6][C:7]1[CH:31]=[CH:30][C:29]([C:32]2[O:33][CH:34]=[CH:35][CH:36]=2)=[CH:28][C:8]=1[C:9]([NH:11][C:12]1[CH:21]=[C:20]([C:22]2[CH:27]=[CH:26][CH:25]=[CH:24][CH:23]=2)[CH:19]=[CH:18][C:13]=1[C:14]([O:16]C)=[O:15])=[O:10])(=O)C.Cl>O1CCOCC1>[O:33]1[CH:34]=[CH:35][CH:36]=[C:32]1[C:29]1[CH:30]=[CH:31][C:7]([OH:6])=[C:8]([CH:28]=1)[C:9]([NH:11][C:12]1[CH:21]=[C:20]([C:22]2[CH:23]=[CH:24][CH:25]=[CH:26][CH:27]=2)[CH:19]=[CH:18][C:13]=1[C:14]([OH:16])=[O:15])=[O:10] |f:0.1|. Reported procedure: Dioxane (2 mL) and a 2 mol/L aqueous solution of sodium hydroxide (0.79 mL) were added to the obtained methyl 2-(2-acetoxy-5-(furan-2-yl)benzamido)-4-phenylbenzoate (0.072 g), followed by stirring at room temperature for 6 hours. The reaction mixture was adjusted to a pH of 1.5 with 2 mol/L hydrochloric acid, and the solid substance was collected by filtration to obtain 0.055 g of 2-(5-(furan-2-yl)-2-hydroxybenzamido)-4-phenylbenzoic acid as a yellow solid. Starting materials: C=O, CCC(C)C(N)C(=O)O, CC1(C)SC2C(NC(=O)C(N)c3ccccc3)C(=O)N2C1C(=O)O, Cc1ncc(CO)c(C=O)c1O, [K+], [K+], [K+], O=P([O-])([O-])[O-], O=P([O-])([O-])[O-]. Yields the product CCC(C)C(N)(CO)C(=O)O. Reaction SMILES: [CH2:25]=[O:26].[CH3:27][CH2:28][CH:29]([CH3:30])[CH:31]([NH2:32])[C:33]([OH:34])=[O:35].[CH:1]12[CH:2]([NH:3][C:4]([CH:5]([c:6]3[cH:7][cH:10][cH:11][cH:12][cH:13]3)[NH2:14])=[O:15])[C:8](=[O:9])[N:16]1[CH:17]([C:18](=[O:19])[OH:20])[C:21]([CH3:22])([CH3:23])[S:24]2.[CH:36]([c:37]1[c:38]([OH:39])[c:40]([CH3:41])[n:42][cH:43][c:44]1[CH2:45][OH:46])=[O:47].[K+:58].[K+:59].[K+:60].[O-:48][P:49](=[O:50])([O-:51])[O-:52].[P:53]([O-:54])([O-:55])([O-:56])=[O:57]>>[CH2:8]([OH:9])[C:31]([CH:29]([CH2:28][CH3:27])[CH3:30])([NH2:32])[C:33]([OH:34])=[O:35]. Reactants: ice water, C([O-])([O-])=O.[Cs+].[Cs+] (cesium carbonate), S(=O)(=O)(OCC1CO1)C1=CC=C(C)C=C1 (glycidyl tosylate), OC1=C2C=CC=NC2=CC=C1 (5-hydroxyquinoline). Solvent: CN(C=O)C (dimethylformamide). Conditions: time 30 minute. The product is O1C(COC2=C3C=CC=NC3=CC=C2)C1 (5-(2,3-epoxypropoxy)quinoline). Isolated yield 79.9%. Reaction SMILES: C(=O)([O-])[O-].[Cs+].[Cs+].[OH:7][C:8]1[CH:17]=[CH:16][CH:15]=[C:14]2[C:9]=1[CH:10]=[CH:11][CH:12]=[N:13]2.S(C1C=CC(C)=CC=1)(O[CH2:22][CH:23]1[O:25][CH2:24]1)(=O)=O>CN(C)C=O>[O:25]1[CH2:24][CH:23]1[CH2:22][O:7][C:8]1[CH:17]=[CH:16][CH:15]=[C:14]2[C:9]=1[CH:10]=[CH:11][CH:12]=[N:13]2 |f:0.1.2|. Reported procedure: 297 g of cesium carbonate was added to 600 ml of dimethylformamide. Further, 83.5 g of 5-hydroxyquinoline was added. The mixture was stirred at 25°-30° C. for 30 minutes. To the reaction mixture was slowly added 109 g of glycidyl tosylate. The resulting mixture was stirred at 25°-30° C. for 15 hours. The reaction mixture was poured into 3 liters of ice water, followed by stirring and extraction with 2 liters of ethyl acetate. The aqueous layer was subjected to extraction with 2 liters of ethyl a... Starting materials: C(C)(C)(C)OC(=O)N1CCC(CC1)C1OC2=C(C1)C=C(C=C2)Br (4-(5-bromo-2,3-dihydro-benzofuran-2-yl)-piperidine-1-carboxylic acid tert-butyl ester), CS(=O)(=O)N1CCC(=CC1)B1OC(C(O1)(C)C)(C)C (1-(methylsulfonyl)-4-(4,4,5,5-tetramethyl-1,3,2-dioxaborolan-2-yl)-1,2,3,6-tetrahydropyridine). Product: C(C)(C)(C)OC(=O)N1CCC(CC1)C1OC2=C(C1)C=C(C=C2)C=2CCN(CC2)S(=O)(=O)C (4-[5-(1-Methanesulfonyl-1,2,3,6-tetrahydro-pyridin-4-yl)-2,3-dihydro-benzofuran-2-yl]-piperidine-1-carboxylic acid tert-butyl ester). As a reaction SMILES: [C:1]([O:5][C:6]([N:8]1[CH2:13][CH2:12][CH:11]([CH:14]2[CH2:18][C:17]3[CH:19]=[C:20](Br)[CH:21]=[CH:22][C:16]=3[O:15]2)[CH2:10][CH2:9]1)=[O:7])([CH3:4])([CH3:3])[CH3:2].[CH3:24][S:25]([N:28]1[CH2:33][CH:32]=[C:31](B2OC(C)(C)C(C)(C)O2)[CH2:30][CH2:29]1)(=[O:27])=[O:26]>>[C:1]([O:5][C:6]([N:8]1[CH2:13][CH2:12][CH:11]([CH:14]2[CH2:18][C:17]3[CH:19]=[C:20]([C:31]4[CH2:32][CH2:33][N:28]([S:25]([CH3:24])(=[O:27])=[O:26])[CH2:29][CH:30]=4)[CH:21]=[CH:22][C:16]=3[O:15]2)[CH2:10][CH2:9]1)=[O:7])([CH3:4])([CH3:3])[CH3:2]. Procedure: The title compound is prepared from 4-(5-bromo-2,3-dihydro-benzofuran-2-yl)-piperidine-1-carboxylic acid tert-butyl ester and 1-(methylsulfonyl)-4-(4,4,5,5-tetramethyl-1,3,2-dioxaborolan-2-yl)-1,2,3,6-tetrahydropyridine following a procedure analogous to that described in Example 1. LC (method 6): tR=1.31 min; Mass spectrum (ESI+): m/z=463 [M+H]+. The reactants are NC(=N)N.Cl (guanidine·HCl), C(=O)([O-])[O-].[K+].[K+] (K2CO3), C(C)OC(=O)N1CCC(CC1)N1C=NC(=C1C(C)=O)C1=CC=C(C=C1)F (1 -(1-Ethoxycarbonyl-4-piperidinyl)-4-(4-fluorophenyl)-5-acetylimidazole), COC(N(C)C)OC (N,N-dimethylformamide dimethyl acetal). The solvent is C(C)O (ethanol), CN(C)C=O (DMF), CCOC(=O)C (EtOAc). Reaction conditions: temperature 120 celsius, time 16 hour. Product: C(C)OC(=O)N1CCC(CC1)N1C=NC(=C1C1=NC(=NC=C1)N)C1=CC=C(C=C1)F (1-(1-Ethoxycarbonyl-4-piperidinyl)-4-(4-fluorophenyl)-5-(2-(amino)-4-pyrimdinyl)imidazole). Yield: 30.0%. RXN SMILES: [CH2:1]([O:3][C:4]([N:6]1[CH2:11][CH2:10][CH:9]([N:12]2[C:16]([C:17](=O)[CH3:18])=[C:15]([C:20]3[CH:25]=[CH:24][C:23]([F:26])=[CH:22][CH:21]=3)[N:14]=[CH:13]2)[CH2:8][CH2:7]1)=[O:5])[CH3:2].[CH3:27]OC(OC)N(C)C.[NH2:35][C:36]([NH2:38])=[NH:37].Cl.C([O-])([O-])=O.[K+].[K+]>CN(C=O)C.CCOC(C)=O.C(O)C>[CH2:1]([O:3][C:4]([N:6]1[CH2:7][CH2:8][CH:9]([N:12]2[C:16]([C:17]3[CH:18]=[CH:27][N:35]=[C:36]([NH2:38])[N:37]=3)=[C:15]([C:20]3[CH:21]=[CH:22][C:23]([F:26])=[CH:24][CH:25]=3)[N:14]=[CH:13]2)[CH2:10][CH2:11]1)=[O:5])[CH3:2] |f:2.3,4.5.6|. Procedure details: To a solution of the ketoimidazole prepared in Example 2 above (2.6 g, 7.24 mmol) in 15 mL of DMF was added N,N-dimethylformamide dimethyl acetal (1.92 mL, 1.72 g, 14.5 mmol) and the solution was heated at 120° C. for 2 h. At this time, TLC and HPLC indicated no starting material and the solution was cooled to 95° C. and ethanol (30 mL), guanidine·HCl (2.77 g, 28.95 mmol) and K2CO3 (4.0 g, 28.9 mmol) were added. After 16 hours, HPLC indicated that the reaction was complete and the solution was c...